This data is from the Open Reaction Database (ORD), a public repository of structured organic reaction records. The task is: describe an organic reaction: reactants, conditions, products, and yield Run in C(C)#N (acetonitrile). Reported procedure: (1R*,2R*,5S*,6R*)-8-Benzyl-2-{[3,5-bis(trifluoromethyl)phenyl]methoxy}-1-phenyl-6-(tetrazol-5-yl)-8-azabicyclo[3.2.1]octane (Example 138; 0.5 g, 0.85 mmol), methyl iodide (0.3 g, 2.1 mmol) and potassium carbonate (0.29 g, 2.1 mmol) were stirred at 50° C. in acetonitrile (20 ml) for 2 hours. Concentrated in vacuo then partitioned between dichloromethane and water. The organic layer was separated, dried (MgSO4), filtered and concentrated. The residue was chromatographed on silica gel eluting with ... Yields the product C(C1=CC=CC=C1)N1[C@@]2([C@@H](CC[C@H]1[C@@H](C2)C=2N=NN(N2)C)OCC2=CC(=CC(=C2)C(F)(F)F)C(F)(F)F)C2=CC=CC=C2 ((1R*,2R*,5S*,6R*)-8-benzyl-2-{[3,5-bis(trifluoromethyl)phenyl]methoxy}-6-(2-methyl-2H-tetrazol-5-yl)-1-phenyl-8-azabicyclo[3.2.1]octane). Reactants: C(C1=CC=CC=C1)N1[C@@]2([C@@H](CC[C@H]1[C@@H](C2)C2=NN=NN2)OCC2=CC(=CC(=C2)C(F)(F)F)C(F)(F)F)C2=CC=CC=C2 ((1R*,2R*,5S*,6R*)-8-Benzyl-2-{[3,5-bis(trifluoromethyl)phenyl]methoxy}-1-phenyl-6-(tetrazol-5-yl)-8-azabicyclo[3.2.1]octane), CI (methyl iodide), C([O-])([O-])=O.[K+].[K+] (potassium carbonate). RXN SMILES: [CH2:1]([N:8]1[C@@H:13]2[C@H:14]([C:16]3[NH:20][N:19]=[N:18][N:17]=3)[CH2:15][C@@:9]1([C:37]1[CH:42]=[CH:41][CH:40]=[CH:39][CH:38]=1)[C@H:10]([O:21][CH2:22][C:23]1[CH:28]=[C:27]([C:29]([F:32])([F:31])[F:30])[CH:26]=[C:25]([C:33]([F:36])([F:35])[F:34])[CH:24]=1)[CH2:11][CH2:12]2)[C:2]1[CH:7]=[CH:6][CH:5]=[CH:4][CH:3]=1.CI.[C:45](=O)([O-])[O-].[K+].[K+]>C(#N)C>[CH2:1]([N:8]1[C@@H:13]2[C@H:14]([C:16]3[N:20]=[N:19][N:18]([CH3:45])[N:17]=3)[CH2:15][C@@:9]1([C:37]1[CH:42]=[CH:41][CH:40]=[CH:39][CH:38]=1)[C@H:10]([O:21][CH2:22][C:23]1[CH:24]=[C:25]([C:33]([F:36])([F:35])[F:34])[CH:26]=[C:27]([C:29]([F:30])([F:31])[F:32])[CH:28]=1)[CH2:11][CH2:12]2)[C:2]1[CH:7]=[CH:6][CH:5]=[CH:4][CH:3]=1 |f:2.3.4|. Starting materials: CC(C)(C)OC(=O)N1CCC(=O)CC1, CC(C)(C)c1ccc(NC(=O)c2cccnc2Nc2ccc3cn[nH]c3c2)cc1N. Yields the product CC(C)(C)OC(=O)N1CCC(Nc2cc(NC(=O)c3cccnc3Nc3ccc4cn[nH]c4c3)ccc2C(C)(C)C)CC1. RXN SMILES: [C:31](=[O:32])([O:33][C:34]([CH3:35])([CH3:36])[CH3:37])[N:38]1[CH2:39][CH2:40][C:41](=[O:44])[CH2:42][CH2:43]1.[NH2:1][c:2]1[cH:3][c:4]([NH:12][C:13]([c:14]2[c:15]([NH:20][c:21]3[cH:22][cH:23][c:24]4[cH:25][n:26][nH:27][c:28]4[cH:29]3)[n:16][cH:17][cH:18][cH:19]2)=[O:30])[cH:5][cH:6][c:7]1[C:8]([CH3:9])([CH3:10])[CH3:11]>>[NH:1]([c:2]1[cH:3][c:4]([NH:12][C:13]([c:14]2[c:15]([NH:20][c:21]3[cH:22][cH:23][c:24]4[cH:25][n:26][nH:27][c:28]4[cH:29]3)[n:16][cH:17][cH:18][cH:19]2)=[O:30])[cH:5][cH:6][c:7]1[C:8]([CH3:9])([CH3:10])[CH3:11])[CH:41]1[CH2:40][CH2:39][N:38]([C:31](=[O:32])[O:33][C:34]([CH3:35])([CH3:36])[CH3:37])[CH2:43][CH2:42]1. Starting materials: C#CCC(CCCC)O (1-octyn-4-ol), [Cl-] (chloride), 63, O (water), C#C (acetylene). Run in N1=CC=CC=C1 (pyridine). Conditions: time 1.5 hour. The product is C(C1=CC=CC=C1)(=O)OC(CC#C)CCCC (4-benzoyloxy-1-octyne). RXN SMILES: [CH:1]#[C:2][CH2:3][CH:4]([OH:9])[CH2:5][CH2:6][CH2:7][CH3:8].[Cl-].[OH2:11].[CH:12]#[CH:13]>N1C=CC=CC=1>[C:12]([O:9][CH:4]([CH2:5][CH2:6][CH2:7][CH3:8])[CH2:3][C:2]#[CH:1])(=[O:11])[C:13]1[CH:5]=[CH:4][CH:3]=[CH:2][CH:1]=1. Procedure details: To a stirred solution of 63. g (0.50 moles) of 1-octyn-4-ol (Example 93) in 500 ml of pyridine is added 77 g (0.55 moles) of beazoyl chloride. After stirring for 1.5 hours the mixture is treated with 10 ml of water, allowed to stand for 15 minutes, and concentrated. A solution of the residue in ether is washed successively with ice-cold hydrochloric acid, water, sodium bicarbonate solution, and brine. The solution is dried over magnesium sulfate, filtered through Celite, and concentrated to give... Starting materials: COC(=O)c1ccc(Br)c(C(=O)OC)c1, [Cl-], N#C[Cu], [NH4+], CN(C)C=O. Yields the product COC(=O)c1ccc(C#N)c(C(=O)OC)c1. As a reaction SMILES: [CH3:1][O:2][C:3]([c:4]1[cH:5][c:6]([C:7](=[O:8])[O:9][CH3:10])[c:11]([Br:14])[cH:12][cH:13]1)=[O:15].[Cl-:19].[Cu:16][C:17]#[N:18].[NH4+:20].[O:21]=[CH:22][N:23]([CH3:24])[CH3:25]>>[CH3:1][O:2][C:3]([c:4]1[cH:5][c:6]([C:7](=[O:8])[O:9][CH3:10])[c:11]([C:17]#[N:18])[cH:12][cH:13]1)=[O:15]. The reactants are BrCCOC1=CC2=C(C(=NS2)C2=CC=C(C=C2)Br)C=C1 (6-(2-Bromo-ethoxy)-3-(4-bromo-phenyl)-benzo[d]isothiazole), N1CCCC1 (pyrrolidine). The product is BrC1=CC=C(C=C1)C1=NSC2=C1C=CC(=C2)OCCN2CCCC2 (3-(4-Bromo-phenyl)-6-(2-pyrrolidin-1-yl-ethoxy)-benzo[d]isothiazole). Reaction SMILES: Br[CH2:2][CH2:3][O:4][C:5]1[CH:20]=[CH:19][C:8]2[C:9]([C:12]3[CH:17]=[CH:16][C:15]([Br:18])=[CH:14][CH:13]=3)=[N:10][S:11][C:7]=2[CH:6]=1.[NH:21]1[CH2:25][CH2:24][CH2:23][CH2:22]1>>[Br:18][C:15]1[CH:16]=[CH:17][C:12]([C:9]2[C:8]3[CH:19]=[CH:20][C:5]([O:4][CH2:3][CH2:2][N:21]4[CH2:25][CH2:24][CH2:23][CH2:22]4)=[CH:6][C:7]=3[S:11][N:10]=2)=[CH:13][CH:14]=1. Procedure details: According to the method in example 4, 6-(2-Bromo-ethoxy)-3-(4-bromo-phenyl)-benzo[d]isothiazole and pyrrolidine were converted to yield 3-(4-Bromo-phenyl)-6-(2-pyrrolidin-1-yl-ethoxy)-benzo[d]isothiazole, MS: 404 (MH+, 1Br). Starting materials: COc1ccc([N+](=O)[O-])c(CS(=O)(=O)c2ccccc2)n1, CO, Cl, [Sn]. Yields the product COc1ccc(N)c(CS(=O)(=O)c2ccccc2)n1. As a reaction SMILES: [CH3:1][O:2][c:3]1[cH:4][cH:5][c:6]([N+:19]([O-:20])=[O:21])[c:7]([CH2:9][S:10](=[O:11])(=[O:12])[c:13]2[cH:14][cH:15][cH:16][cH:17][cH:18]2)[n:8]1.[CH3:23][OH:24].[ClH:25].[Sn:22]>>[CH3:1][O:2][c:3]1[cH:4][cH:5][c:6]([NH2:19])[c:7]([CH2:9][S:10](=[O:11])(=[O:12])[c:13]2[cH:14][cH:15][cH:16][cH:17][cH:18]2)[n:8]1.